The task is: describe an organic reaction: reactants, conditions, products, and yield. This data is from the Open Reaction Database (ORD), a public repository of structured organic reaction records. Yields the product Cc1cc(OC2CCC(C(=O)NN)CC2)nc(C)n1. Reactants: CCCCO, COC(=O)C1CCC(Oc2cc(C)nc(C)n2)CC1, NN, O. RXN SMILES: [CH2:23]([OH:24])[CH2:25][CH2:26][CH3:27].[CH3:1][O:2][C:3](=[O:4])[CH:5]1[CH2:6][CH2:7][CH:8]([O:11][c:12]2[n:13][c:14]([CH3:19])[n:15][c:16]([CH3:18])[cH:17]2)[CH2:9][CH2:10]1.[NH2:21][NH2:22].[OH2:20]>>[O:2]=[C:3]([CH:5]1[CH2:6][CH2:7][CH:8]([O:11][c:12]2[n:13][c:14]([CH3:19])[n:15][c:16]([CH3:18])[cH:17]2)[CH2:9][CH2:10]1)[NH:21][NH2:22]. Reactants: C1(C=2C(C(N1)=O)=CC=CC2)=O (phthalimide), amine, C(C1=CC=CC=C1)N1C(=NC(=C(C1=O)C)C)[C@@H](C(C)C)N(C(C1=CC=C(C=C1)C)=O)CCN1C(C2=CC=CC=C2C1=O)=O (N-[(R)-1-(1-benzyl-4,5-dimethyl-6-oxo-1,6-dihydro-pyrimidin-2-yl)-2-methyl-propyl]-N-[2-(1,3-dioxo-1,3-dihydro-isoindol-2-yl)-ethyl]-4-methyl-benzamide), O.NN (hydrazine monohydrate). Run in C(C)O (ethanol). Conditions: temperature 120 celsius. Yields the product C(C1=CC=CC=C1)N1C(=NC(=C(C1=O)C)C)[C@@H](C(C)C)N1C(=NCC1)C1=CC=C(C=C1)C (3-Benzyl-5,6-dimethyl-2-[(R)-2-methyl-1-(2-p-tolyl-4,5-dihydro-imidazol-1-yl)-propyl]-3H-pyrimidin-4-one). RXN SMILES: [C:1]1(=[O:11])[NH:5][C:4](=O)[C:3]2=[CH:7][CH:8]=[CH:9][CH:10]=[C:2]12.C(N1C(=O)[C:23]([CH3:26])=[C:22]([CH3:27])[N:21]=[C:20]1[C@H:28]([N:32]([CH2:42][CH2:43][N:44]1C(=O)C2C(=CC=CC=2)C1=O)[C:33](=O)[C:34]1[CH:39]=[CH:38][C:37]([CH3:40])=[CH:36][CH:35]=1)[CH:29]([CH3:31])[CH3:30])C1C=CC=CC=1.O.NN>C(O)C>[CH2:4]([N:5]1[C:1](=[O:11])[C:23]([CH3:26])=[C:22]([CH3:27])[N:21]=[C:20]1[C@H:28]([N:32]1[CH2:42][CH2:43][N:44]=[C:33]1[C:34]1[CH:35]=[CH:36][C:37]([CH3:40])=[CH:38][CH:39]=1)[CH:29]([CH3:31])[CH3:30])[C:3]1[CH:2]=[CH:10][CH:9]=[CH:8][CH:7]=1 |f:2.3|. Procedure: The phthalimide protected amine, N-[(R)-1-(1-benzyl-4,5-dimethyl-6-oxo-1,6-dihydro-pyrimidin-2-yl)-2-methyl-propyl]-N-[2-(1,3-dioxo-1,3-dihydro-isoindol-2-yl)-ethyl]-4-methyl-benzamide, (0.075 g, 0.13 mMol) was treated with hydrazine monohydrate (0.013 ml, 0.26 mMol) in ethanol (1 mL at 70° C. for 12 h. The reaction was filtered, concentrated under vacuum and dissolved in toluene (1 mL) and heated to 120° C. for 20 h. The reaction was concentrated under vacuum, taken up in CH3CN and purified by ... Reactants: FC1=C(C=CC=C1)C(C1=C(C=CC(=C1)Cl)N1C(=NN=C1)C)=O (2'-fluoro-5 -chloro-2-(3-methyl-4H-1,2,4-triazol-4-yl)benzophenone), C=O (paraformaldehyde). Solvent: C=1(C(=CC=CC1)C)C (xylene). Conditions: temperature 122 celsius. The product is FC1=C(C=CC=C1)C(C1=C(C=CC(=C1)Cl)N1C(=NN=C1C)CO)=O (2'-fluoro-5-chloro-2-[3-(hydroxymethyl)-5-methyl-4H-1,2,4-triazol-4-yl]benzophenone). As a reaction SMILES: [F:1][C:2]1[CH:7]=[CH:6][CH:5]=[CH:4][C:3]=1[C:8](=[O:22])[C:9]1[CH:14]=[C:13]([Cl:15])[CH:12]=[CH:11][C:10]=1[N:16]1[CH:20]=[N:19][N:18]=[C:17]1[CH3:21].[CH2:23]=[O:24]>C1(C)C(C)=CC=CC=1>[F:1][C:2]1[CH:7]=[CH:6][CH:5]=[CH:4][C:3]=1[C:8](=[O:22])[C:9]1[CH:14]=[C:13]([Cl:15])[CH:12]=[CH:11][C:10]=1[N:16]1[C:17]([CH3:21])=[N:18][N:19]=[C:20]1[CH2:23][OH:24]. Reported procedure: In the manner given in Example 4, 2'-fluoro-5 -chloro-2-(3-methyl-4H-1,2,4-triazol-4-yl)benzophenone, paraformaldehyde and xylene are warmed under nitrogen to about 122° C. to give 2'-fluoro-5-chloro-2-[3-(hydroxymethyl)-5-methyl-4H-1,2,4-triazol-4-yl]benzophenone. Reactants: FC=1C=C(OCC=2C=C3C=CC=NC3=CC2)C=C(C1)C1(CCOCC1)OC (6-[(3-fluoro-5-[4-methoxy-3,4,5,6-tetrahydro-2H-pyran-4-yl]phenoxy)methyl]quinoline), CI (methyl iodide), C1(=CC=CC=C1)C (toluene). Run in C(C)#N (acetonitrile). Run at time 16 hour. Product: [I-].FC=1C=C(OCC=2C=C3C=CC=[N+](C3=CC2)C)C=C(C1)C1(CCOCC1)OC (6-[(3-fluoro-5-[4-methoxy-3,4,5,6-tetrahydro-2H-pyran-4-yl]phenoxy)methyl]-1-methylquinolinium iodide). The yield is 37.0%. RXN SMILES: [F:1][C:2]1[CH:3]=[C:4]([CH:17]=[C:18]([C:20]2([O:26][CH3:27])[CH2:25][CH2:24][O:23][CH2:22][CH2:21]2)[CH:19]=1)[O:5][CH2:6][C:7]1[CH:8]=[C:9]2[C:14](=[CH:15][CH:16]=1)[N:13]=[CH:12][CH:11]=[CH:10]2.C[I:29].[C:30]1(C)C=CC=CC=1>C(#N)C>[I-:29].[F:1][C:2]1[CH:3]=[C:4]([CH:17]=[C:18]([C:20]2([O:26][CH3:27])[CH2:25][CH2:24][O:23][CH2:22][CH2:21]2)[CH:19]=1)[O:5][CH2:6][C:7]1[CH:8]=[C:9]2[C:14](=[CH:15][CH:16]=1)[N+:13]([CH3:30])=[CH:12][CH:11]=[CH:10]2 |f:4.5|. Procedure: A mixture of 6-[(3-fluoro-5-[4-methoxy-3,4,5,6-tetrahydro-2H-pyran-4-yl]phenoxy)methyl]quinoline (0.367 g), methyl iodide (0.13 ml), toluene (1 ml) and acetonitrile (6 ml) was stirred at ambient temperature for 16 hours. The precipitate was filtered off to give 6-[(3-fluoro-5-[4-methoxy-3,4,5,6-tetrahydro-2H-pyran-4-yl]phenoxy)methyl]-1-methylquinolinium iodide (0.19 g) in 37% yield. Reactants: CCOC(=O)C(O)C(O)C(=O)OCC, Cc1ccccc1, CO, CCOc1cc(C=O)ccc1O, O, Cc1ccc(S(=O)(=O)O)cc1. Product: CCOC(=O)C1OC(c2ccc(O)c(OCC)c2)OC1C(=O)OCC. As a reaction SMILES: [C:1](=[O:2])([O:3][CH2:4][CH3:5])[CH:6]([OH:7])[CH:8]([OH:9])[C:10](=[O:11])[O:12][CH2:13][CH3:14].[CH3:27][c:28]1[cH:29][cH:30][cH:31][cH:32][cH:33]1.[CH3:45][OH:46].[O:15]=[CH:16][c:17]1[cH:18][c:19]([O:20][CH2:21][CH3:22])[c:23]([OH:24])[cH:25][cH:26]1.[OH2:47].[c:34]1([CH3:35])[cH:36][cH:37][c:38]([S:39]([OH:40])(=[O:41])=[O:42])[cH:43][cH:44]1>>[C:1](=[O:2])([O:3][CH2:4][CH3:5])[CH:6]1[O:7][CH:16]([c:17]2[cH:18][c:19]([O:20][CH2:21][CH3:22])[c:23]([OH:24])[cH:25][cH:26]2)[O:9][CH:8]1[C:10](=[O:11])[O:12][CH2:13][CH3:14].